Dataset: the Open Reaction Database (ORD), a public repository of structured organic reaction records. Task: describe an organic reaction: reactants, conditions, products, and yield The product is CN1CCC(Oc2cccc(NC(=O)c3ccccc3Cl)n2)CC1, Cl. RXN SMILES: [CH3:1][N:2]1[CH2:3][CH2:4][CH:5]([O:8][c:9]2[cH:10][cH:11][cH:12][c:13]([NH2:15])[n:14]2)[CH2:6][CH2:7]1.[Cl:16][C:17](=[O:18])[c:19]1[cH:20][cH:21][cH:22][cH:23][c:24]1[Cl:25]>>[CH3:1][N:2]1[CH2:3][CH2:4][CH:5]([O:8][c:9]2[cH:10][cH:11][cH:12][c:13]([NH:15][C:17](=[O:18])[c:19]3[cH:20][cH:21][cH:22][cH:23][c:24]3[Cl:25])[n:14]2)[CH2:6][CH2:7]1.[ClH:16]. Reactants: CN1CCC(Oc2cccc(N)n2)CC1, O=C(Cl)c1ccccc1Cl. Reactants: O=C([O-])O, CC(=O)[O-], Clc1ccc(Nc2nnc(Cc3ccncc3)c3ccccc23)cc1, [Na+], O=C(OO)c1cccc(Cl)c1. The product is [O-][n+]1nc(Nc2ccc(Cl)cc2)c2ccccc2c1Cc1ccncc1. Reaction SMILES: [C:37](=[O:38])([O-:39])[OH:40].[CH3:42][C:43](=[O:44])[O-:45].[Cl:1][c:2]1[cH:3][cH:4][c:5]([NH:6][c:7]2[n:8][n:9][c:10]([CH2:17][c:18]3[cH:19][cH:20][n:21][cH:22][cH:23]3)[c:11]3[cH:12][cH:13][cH:14][cH:15][c:16]23)[cH:24][cH:25]1.[Na+:41].[OH:26][O:27][C:28]([c:29]1[cH:30][c:31]([Cl:32])[cH:33][cH:34][cH:35]1)=[O:36]>>[Cl:1][c:2]1[cH:3][cH:4][c:5]([NH:6][c:7]2[n:8][n+:9]([O-:26])[c:10]([CH2:17][c:18]3[cH:19][cH:20][n:21][cH:22][cH:23]3)[c:11]3[cH:12][cH:13][cH:14][cH:15][c:16]23)[cH:24][cH:25]1. The reactants are C(C1=CC=CC=C1)(=O)O (benzoic acid), N1=CC(=CC=C1)C=1C=C(C(=O)O)C=CC1 (3-(3-pyridyl)-benzoic acid). Solvent: C1CCOC1 (THF), C1CCOC1 (THF). The product is N1=CC(=CC=C1)C=1C=C(CO)C=CC1 (3-(3-pyridyl)-benzyl alcohol). Isolated yield 53.7%. RXN SMILES: [N:1]1[CH:6]=[CH:5][CH:4]=[C:3]([C:7]2[CH:8]=[C:9]([CH:13]=[CH:14][CH:15]=2)[C:10](O)=[O:11])[CH:2]=1.C(O)(=O)C1C=CC=CC=1>C1COCC1>[N:1]1[CH:6]=[CH:5][CH:4]=[C:3]([C:7]2[CH:8]=[C:9]([CH:13]=[CH:14][CH:15]=2)[CH2:10][OH:11])[CH:2]=1. Procedure: To a 100 mL recovery flask was added 3-(3-pyridyl)-benzoic acid 45 (2.00 g, 10.0 mmol, 1.0 eq.) and THF (20 mL). The resulting suspension is stirred. BH3 (1.0 M in THF, 15 mL, 15 mmol, 1.5 eq.) was added the resulting mixture was refluxed overnight. Incomplete reduction was observed by LC/MS. Additional BH3 (10 mL) was added and the mixture was refluxed for an additional 6 h. LC/MS indicates complete reduction of the benzoic acid. The reaction mixture was concentrated and diluted with EtOAc. The... Starting materials: CC(C)CSc1nc(C(=O)O)ccc1C1CC1, CC(C)CC(N)C(N)=O. Yields the product CC(C)CSc1nc(C(=O)NC(CC(C)C)C(N)=O)ccc1C1CC1. As a reaction SMILES: [CH:1]1([c:4]2[cH:5][cH:6][c:7]([C:15](=[O:16])[OH:17])[n:8][c:9]2[S:10][CH2:11][CH:12]([CH3:13])[CH3:14])[CH2:2][CH2:3]1.[NH2:18][CH:19]([C:20](=[O:21])[NH2:22])[CH2:23][CH:24]([CH3:25])[CH3:26]>>[CH:1]1([c:4]2[cH:5][cH:6][c:7]([C:15](=[O:17])[NH:18][CH:19]([C:20](=[O:21])[NH2:22])[CH2:23][CH:24]([CH3:25])[CH3:26])[n:8][c:9]2[S:10][CH2:11][CH:12]([CH3:13])[CH3:14])[CH2:2][CH2:3]1. The reactants are C1CCNCC1, CN(C)C=O, N#Cc1sc(N)c(C#N)c1Cl, O. The product is N#Cc1sc(N)c(C#N)c1N1CCCCC1. As a reaction SMILES: [CH2:12]1[CH2:13][CH2:14][NH:15][CH2:16][CH2:17]1.[CH3:19][N:20]([CH3:21])[CH:22]=[O:23].[NH2:1][c:2]1[s:3][c:4]([C:10]#[N:11])[c:5]([Cl:9])[c:6]1[C:7]#[N:8].[OH2:18]>>[NH2:1][c:2]1[s:3][c:4]([C:10]#[N:11])[c:5]([N:15]2[CH2:14][CH2:13][CH2:12][CH2:17][CH2:16]2)[c:6]1[C:7]#[N:8].